This data is from the Open Reaction Database (ORD), a public repository of structured organic reaction records. The task is: describe an organic reaction: reactants, conditions, products, and yield Reactants: C(C)OC1=C(C=CC=C1)C1=CCCC(N1CC1=CC=C(C=C1)OC(F)(F)F)=O (6-(2-ethoxyphenyl)-1-(4-(trifluoromethoxy)benzyl)-3,4-dihydropyridin-2(1H)-one). The reagents and catalysts are O=[Pt]=O (PtO2). The solvent is CCO (EtOH). Run at temperature 50 celsius. Product: C(C)OC1=C(C=CC=C1)C1CCCC(N1CC1=CC=C(C=C1)OC(F)(F)F)=O (6-(2-ethoxyphenyl)-1-(4-(trifluoromethoxy)benzyl)piperidin-2-one). Reaction SMILES: [CH2:1]([O:3][C:4]1[CH:9]=[CH:8][CH:7]=[CH:6][C:5]=1[C:10]1[N:15]([CH2:16][C:17]2[CH:22]=[CH:21][C:20]([O:23][C:24]([F:27])([F:26])[F:25])=[CH:19][CH:18]=2)[C:14](=[O:28])[CH2:13][CH2:12][CH:11]=1)[CH3:2]>CCO.O=[Pt]=O>[CH2:1]([O:3][C:4]1[CH:9]=[CH:8][CH:7]=[CH:6][C:5]=1[CH:10]1[N:15]([CH2:16][C:17]2[CH:18]=[CH:19][C:20]([O:23][C:24]([F:25])([F:26])[F:27])=[CH:21][CH:22]=2)[C:14](=[O:28])[CH2:13][CH2:12][CH2:11]1)[CH3:2]. Procedure details: A mixture of 6-(2-ethoxyphenyl)-1-(4-(trifluoromethoxy)benzyl)-3,4-dihydropyridin-2(1H)-one (11 mg; 0.028 mmol) and PtO2 (10 mg) in anh. EtOH (1 ml), under hydrogen (60 bars), was heated to 50° C. for 17 h. After cooling to rt, the mixture was filtered over celite, and the filtrate was concentrated to dryness under reduced pressure affording 6-(2-ethoxyphenyl)-1-(4-(trifluoromethoxy)benzyl)piperidin-2-one. LC-MS (conditions E): tR=0.82 min.; [M+H]+: 394.22 g/mol.